Dataset: the Open Reaction Database (ORD), a public repository of structured organic reaction records. Task: describe an organic reaction: reactants, conditions, products, and yield The reactants are Cl (hydrochloric acid), N1=CC(=CC=C1)C (3-picoline), CS(=O)(=O)Cl (methanesulfonyl chloride), BrC1=NN(C(=C1)C(=O)O)C1=NC=CC=C1Cl (3-bromo-1-(3-chloro-2-pyridinyl)-1H-pyrazole-5-carboxylic acid), NC1=C(C(=O)NC)C=C(C=C1C)C#N (2-amino-5-cyano-N,3-dimethylbenzamide), NC1=C(C(=O)NC)C=C(C=C1C)C#N (2-amino-5-cyano-N,3-dimethylbenzamide). Solvent: O (water), C(C)#N (acetonitrile). Reaction conditions: temperature -10 celsius, time 5 minute. Product: BrC1=NN(C(=C1)C(=O)NC1=C(C=C(C=C1C(=O)NC)C#N)C)C1=NC=CC=C1Cl (3-bromo-1-(3-chloro-2-pyridinyl)-N-[4-cyano-2-methyl-6-[(methylamino)-carbonyl]phenyl]-1H-pyrazole-5-carboxamide). Reaction SMILES: [Br:1][C:2]1[CH:6]=[C:5]([C:7]([OH:9])=O)[N:4]([C:10]2[C:15]([Cl:16])=[CH:14][CH:13]=[CH:12][N:11]=2)[N:3]=1.[NH2:17][C:18]1[C:27]([CH3:28])=[CH:26][C:25]([C:29]#[N:30])=[CH:24][C:19]=1[C:20]([NH:22][CH3:23])=[O:21].N1C=CC=C(C)C=1.CS(Cl)(=O)=O.Cl>C(#N)C.O>[Br:1][C:2]1[CH:6]=[C:5]([C:7]([NH:17][C:18]2[C:19]([C:20]([NH:22][CH3:23])=[O:21])=[CH:24][C:25]([C:29]#[N:30])=[CH:26][C:27]=2[CH3:28])=[O:9])[N:4]([C:10]2[C:15]([Cl:16])=[CH:14][CH:13]=[CH:12][N:11]=2)[N:3]=1. Procedure: To a mixture of 3-bromo-1-(3-chloro-2-pyridinyl)-1H-pyrazole-5-carboxylic acid (see PCT Patent Publication WO 03/015519 for preparation) (95.4% purity, 15.85 g, 50.0 mmol) and 2-amino-5-cyano-N,3-dimethylbenzamide (i.e. the product of Example 6) (9.93 g, 52.5 mmol) in acetonitrile (120 mL) was added 3-picoline (17.5 mL, 16.7 g, 180 mmol). The mixture was cooled to −10° C., and then a solution of methanesulfonyl chloride (5.4 mL, 8.0 g, 70 mmol) was added dropwise at −10 to −5° C. The mixture was... Starting materials: [Si](C)(C)(C(C)(C)C)OCC1=CC2=C(C=N1)N=CN2 (6-({[tert-butyl(dimethyl)silyl]oxy}methyl)-1H-imidazo[4,5-c]pyridine), CC1(NC(CCC1)(C)C)C (2,2,6,6-tetramethylpiperidine), ClC1(SC=CC1=O)C(=O)OC (methyl 2-chloro-3-oxo-2,3-dihydrothiophene-2-carboxylate). The solvent is ClCCl (dichloromethane), C(Cl)(Cl)Cl (chloroform). Reaction conditions: time 12 hour. Yields the product [Si](C)(C)(C(C)(C)C)OCC1=CC2=C(C=N1)N=CN2C2=CC(=C(S2)C(=O)OC)O (Methyl 5-[6-({[tert-butyl(dimethyl)silyl]oxy}methyl)-1H-imidazo[4,5-c]pyridin-1-yl]-3-hydroxythiophene-2-carboxylate). As a reaction SMILES: [Si:1]([O:8][CH2:9][C:10]1[N:15]=[CH:14][C:13]2[N:16]=[CH:17][NH:18][C:12]=2[CH:11]=1)([C:4]([CH3:7])([CH3:6])[CH3:5])([CH3:3])[CH3:2].CC1(C)CCCC(C)(C)N1.Cl[C:30]1([C:36]([O:38][CH3:39])=[O:37])[C:34](=[O:35])[CH:33]=[CH:32][S:31]1>ClCCl.C(Cl)(Cl)Cl>[Si:1]([O:8][CH2:9][C:10]1[N:15]=[CH:14][C:13]2[N:16]=[CH:17][N:18]([C:32]3[S:31][C:30]([C:36]([O:38][CH3:39])=[O:37])=[C:34]([OH:35])[CH:33]=3)[C:12]=2[CH:11]=1)([C:4]([CH3:7])([CH3:5])[CH3:6])([CH3:3])[CH3:2]. Reported procedure: To a mixture of 21.2 g of 6-({[tert-butyl(dimethyl)silyl]oxy}methyl)-1H-imidazo[4,5-c]pyridine and 11.36 g of 2,2,6,6-tetramethylpiperidine in 2 l dichloromethane was slowly added a solution of 8.77 g of methyl 2-chloro-3-oxo-2,3-dihydrothiophene-2-carboxylate in 300 ml chloroform at 30-40° C. The reaction mixture was stirred for 12 h, washed with water (2×200 ml) and concentrated under vacuum. The residue was purified by flash chromatography (eluents: ethyl acetate/methanol/triethylamine) two t... Run at time 15 minute. Starting materials: CCN(C(C)C)C(C)C (DIPEA), C(C)(C)(C)OC(=O)N(CC(=O)O)CCSSC(C)(C)C (2-((tert-Butoxycarbonyl)(2-(tert-butyldisulfanyl)ethyl)amino)acetic acid), C(C)(C)(C)OC(=O)N(CC(=O)O)CCSSC(C)(C)C (2-((tert-Butoxycarbonyl)(2-(tert-butyldisulfanyl)ethyl)amino)acetic acid), BrCC#N (2-bromoacetonitrile), [Cl-].[NH4+] (ammonium chloride). RXN SMILES: [C:1]([O:5][C:6]([N:8]([CH2:13][CH2:14][S:15][S:16][C:17]([CH3:20])([CH3:19])[CH3:18])[CH2:9][C:10]([OH:12])=[O:11])=[O:7])([CH3:4])([CH3:3])[CH3:2].Br[CH2:22][C:23]#[N:24].CCN(C(C)C)C(C)C.[Cl-].[NH4+]>CN(C=O)C>[C:1]([O:5][C:6]([N:8]([CH2:13][CH2:14][S:15][S:16][C:17]([CH3:20])([CH3:19])[CH3:18])[CH2:9][C:10]([O:12][CH2:22][C:23]#[N:24])=[O:11])=[O:7])([CH3:4])([CH3:3])[CH3:2] |f:3.4|. The product is C(C)(C)(C)OC(=O)N(CC(=O)OCC#N)CCSSC(C)(C)C (cyanomethyl 2-((tert-butoxycarbonyl)(2-(tert-butyldisulfanyl)ethyl)amino)acetate). The solvent is CN(C)C=O (DMF). Procedure details: 2-((tert-Butoxycarbonyl)(2-(tert-butyldisulfanyl)ethyl)amino)acetic acid (Compound 6f-A, 268.1 mg, 0.83 mmol) and 2-bromoacetonitrile (199 mg, 1.66 mmol) were dissolved in DMF (1.0 ml), DIPEA (0.43 ml, 2.49 mmol) was added and the mixture was stirred at room temperature for 15 minutes. A saturated aqueous ammonium chloride solution was added to the reaction solution, followed by extraction with diethyl ether. The resulting organic layer was dried over anhydrous magnesium sulfate, filtered and co... Isolated yield 95.6%. The reactants are FC1=CC=C(NC2=C(C(=O)OC(C)(C)C)C=CC(=C2)C=C)C=C1 (tert-butyl 2-(4-fluoroanilino)-4-vinylbenzoate), IC1=CC2=C(OCCO2)C=C1 (2,3-dihydro-6-iodobenzo[1,4]dioxin), C([O-])([O-])=O.[Cs+].[Cs+] (cesium carbonate), bis(acetato)triphenylphosphine palladium(II). The reagents and catalysts are [Br-].C(CCC)[N+](CCCC)(CCCC)CCCC (tetrabutylammonium bromide). Solvent: C1(=CC=CC=C1)C (toluene). Conditions: temperature 110 celsius, time 24 hour. Product: O1CCOC2=C1C=CC(=C2)/C=C/C2=CC(=C(C(=O)OC(C)(C)C)C=C2)NC2=CC=C(C=C2)F (tert-butyl 4-((E)-2-(2,3-dihydrobenzo[1,4]dioxin-6-yl)vinyl)-2-(4-fluoroanilino)benzoate). Reaction SMILES: [F:1][C:2]1[CH:23]=[CH:22][C:5]([NH:6][C:7]2[CH:19]=[C:18]([CH:20]=[CH2:21])[CH:17]=[CH:16][C:8]=2[C:9]([O:11][C:12]([CH3:15])([CH3:14])[CH3:13])=[O:10])=[CH:4][CH:3]=1.I[C:25]1[CH:34]=[CH:33][C:28]2[O:29][CH2:30][CH2:31][O:32][C:27]=2[CH:26]=1.C(=O)([O-])[O-].[Cs+].[Cs+]>[Br-].C([N+](CCCC)(CCCC)CCCC)CCC.C1(C)C=CC=CC=1>[O:29]1[C:28]2[CH:33]=[CH:34][C:25](/[CH:21]=[CH:20]/[C:18]3[CH:17]=[CH:16][C:8]([C:9]([O:11][C:12]([CH3:15])([CH3:13])[CH3:14])=[O:10])=[C:7]([NH:6][C:5]4[CH:22]=[CH:23][C:2]([F:1])=[CH:3][CH:4]=4)[CH:19]=3)=[CH:26][C:27]=2[O:32][CH2:31][CH2:30]1 |f:2.3.4,5.6|. Reported procedure: To toluene 3.0 mL solution of tert-butyl 2-(4-fluoroanilino)-4-vinylbenzoate 0.12 g were added 2,3-dihydro-6-iodobenzo[1,4]dioxin 0.20 g, cesium carbonate 0.25 g, tetrabutylammonium bromide 37 mg and polymer-carried bis(acetato)triphenylphosphine palladium(II) 58 mg at room temperature, and it was stirred at 110° C. for 24 hours. After the reaction mixture was cooled to room temperature, insoluble matter was filtrated, ethyl acetate and 10% citric acid aqueous solution were added to it. The orga...